Dataset: the Open Reaction Database (ORD), a public repository of structured organic reaction records. Task: describe an organic reaction: reactants, conditions, products, and yield RXN SMILES: [C:1](#[N:2])[c:3]1[o:4][c:5]2[c:6]([cH:7]1)[cH:8][c:9]([N+:12]([O-:13])=[O:14])[cH:10][cH:11]2.[CH3:17][CH2:18][OH:19].[Cl-:15].[Fe:21].[NH4+:16].[OH2:20]>>[C:1](#[N:2])[c:3]1[o:4][c:5]2[c:6]([cH:7]1)[cH:8][c:9]([NH2:12])[cH:10][cH:11]2. The product is N#Cc1cc2cc(N)ccc2o1. Reactants: N#Cc1cc2cc([N+](=O)[O-])ccc2o1, CCO, [Cl-], [Fe], [NH4+], O. Reaction conditions: temperature 230 celsius. The yield is 24.1%. The product is COC1=C(C=CC=C1)N1CCC=2C(=NC=3C(=CC=CC3C21)OC)N (1-(2-methoxyphenyl)-4-amino-6-methoxy-2,3-dihydropyrrolo[3,2-c]quinoline). The solvent is C1(=CC=CC=C1)OC1=CC=CC=C1 (diphenyl ether). Reactants: COC1=C(C=CC=C1)N1CCC=2C(NC=3C(=CC=CC3C21)OC)=O (1-(2-Methoxyphenyl)-4-oxo-6-methoxy-2,3,4,5-tetrahydropyrrolo[3,2-c]quinoline), [OH-].[Na+] (sodium hydroxide), P(OC1=CC=CC=C1)(=O)(N)N (phenyl phosphorodiamidate), P(OC1=CC=CC=C1)(=O)(N)N (phenyl phosphorodiamidate). Reaction SMILES: [CH3:1][O:2][C:3]1[CH:8]=[CH:7][CH:6]=[CH:5][C:4]=1[N:9]1[C:21]2[C:20]3[CH:19]=[CH:18][CH:17]=[C:16]([O:22][CH3:23])[C:15]=3[NH:14][C:13](=O)[C:12]=2[CH2:11][CH2:10]1.P(N)([NH2:34])(=O)OC1C=CC=CC=1.[OH-].[Na+]>C1(OC2C=CC=CC=2)C=CC=CC=1>[CH3:1][O:2][C:3]1[CH:8]=[CH:7][CH:6]=[CH:5][C:4]=1[N:9]1[C:21]2[C:20]3[CH:19]=[CH:18][CH:17]=[C:16]([O:22][CH3:23])[C:15]=3[N:14]=[C:13]([NH2:34])[C:12]=2[CH2:11][CH2:10]1 |f:2.3|. Reported procedure: 1-(2-Methoxyphenyl)-4-oxo-6-methoxy-2,3,4,5-tetrahydropyrrolo[3,2-c]quinoline (1.5 g) and phenyl phosphorodiamidate (2.5 g) were fused at 230° C. After 45 minutes the mixture was diluted with diphenyl ether (10 ml), further phenyl phosphorodiamidate (2 g) added, and heated for a further 15minutes at 230° C. Aqueous sodium hydroxide was added and the product extracted into dichloromethane. Chromatography (silica gel. 2.5-4%methanolic ammonia in dichloromethane) to remove unchanged starting materi... Starting materials: C(C1=CC=CC=C1)O (benzyl alcohol), C1(=CC=CC=C1)CC(=O)O (phenylacetic acid), C(CCC)N(CCCC)CCCC (tri-n-butylamine), [I-].ClC1=[N+](C=CC=C1)C (2-chloro-1-methylpyridinium iodide). Solvent: C(C)OCC (ethyl ether), C(C)OCC (ethyl ether). Product: C1(=CC=CC=C1)CC(=O)OCC1=CC=CC=C1 (benzyl phenylacetate). The yield is 97.0%. As a reaction SMILES: [I-].ClC1C=CC=C[N+]=1C.[CH2:10]([OH:17])[C:11]1[CH:16]=[CH:15][CH:14]=[CH:13][CH:12]=1.[C:18]1([CH2:24][C:25](O)=[O:26])[CH:23]=[CH:22][CH:21]=[CH:20][CH:19]=1.C(N(CCCC)CCCC)CCC>C(OCC)C>[C:18]1([CH2:24][C:25]([O:17][CH2:10][C:11]2[CH:16]=[CH:15][CH:14]=[CH:13][CH:12]=2)=[O:26])[CH:23]=[CH:22][CH:21]=[CH:20][CH:19]=1 |f:0.1|. Reported procedure: To a suspended ethyl ether (2 ml) solution of 2-chloro-1-methylpyridinium iodide (306 mg, 1.2 mmol) was added a mixture of benzyl alcohol (108 mg, 1.0 mmol), phenylacetic acid (136 mg, 1.0 mmol) and tri-n-butylamine (444 mg, 2.4 mmol) in ethyl ether (2 ml), and the resulting mixture was refluxed for 3 hours. After evaporation of the solvent, the residue was separated by silica gel column chromatography, and benzyl phenylacetate was isolated in 97% yield. Starting materials: [OH-].[K+] (KOH), C(C)OC(CCCCC1(C(CCCC1)=O)C1=CC(=CC=C1)OC)=O (5-[1-(3-Methoxy-phenyl)-2-oxo-cyclohexyl]-pentanoic Acid Ethyl Ester). The solvent is CCO (EtOH). Conditions: time 48 hour. Product: COC=1C=C(C=CC1)C1(C(CCCC1)=O)CCCCC(=O)O (5-[1-(3-Methoxy-phenyl)-2-oxo-cyclohexyl]-pentanoic Acid). RXN SMILES: [OH-].[K+].C([O:5][C:6](=[O:26])[CH2:7][CH2:8][CH2:9][CH2:10][C:11]1([C:18]2[CH:23]=[CH:22][CH:21]=[C:20]([O:24][CH3:25])[CH:19]=2)[CH2:16][CH2:15][CH2:14][CH2:13][C:12]1=[O:17])C>CCO>[CH3:25][O:24][C:20]1[CH:19]=[C:18]([C:11]2([CH2:10][CH2:9][CH2:8][CH2:7][C:6]([OH:26])=[O:5])[CH2:16][CH2:15][CH2:14][CH2:13][C:12]2=[O:17])[CH:23]=[CH:22][CH:21]=1 |f:0.1|. Procedure: Solid KOH (0.090 g, 1.4 mmol) was added to a solution of the ester from Step A (0.132 g, 0.38 mmol) in EtOH (5 mL). After stirring at ambient temperature for 48 hr, the reaction mixture was partitioned between EtOAc (50 mL) and H2O (100 mL), the aqueous layer acidified, then extracted with EtOAc (2×100 mL), the organic layer washed with H2O (50 mL), dried (Na2SO4), filtered, and concentrated to dryness to give the title compound. Mp 89-91° C. MS 318. The reactants are C(C)(=O)SCC(C(=O)Cl)SC (3-(acetylthio)-2-(methylthio)propionic acid chloride), Br.O=C1C[C@H](NC1)C(=O)O (4-keto-L-proline, hydrobromide), C(C)(=O)SCCC(=O)N1[C@H](C(=O)O)CC(C1)=O (1-[3-(Acetylthio)-1-oxopropyl]-4-oxo-L-proline). The product is C(C)(=O)SCC(C(=O)N1[C@H](C(=O)O)CC(C1)=O)SC (1-[3-(acetylthio)-2-methylthio-1-oxopropyl]-4-oxo-L-proline). As a reaction SMILES: [C:1]([S:4][CH2:5][CH:6]([S:10][CH3:11])[C:7](Cl)=[O:8])(=[O:3])[CH3:2].Br.[O:13]=[C:14]1[CH2:18][NH:17][C@H:16]([C:19]([OH:21])=[O:20])[CH2:15]1.C(SCCC(N1CC(=O)C[C@H]1C(O)=O)=O)(=O)C>>[C:1]([S:4][CH2:5][CH:6]([S:10][CH3:11])[C:7]([N:17]1[CH2:18][C:14](=[O:13])[CH2:15][C@H:16]1[C:19]([OH:21])=[O:20])=[O:8])(=[O:3])[CH3:2] |f:1.2|. Reported procedure: The 3-(acetylthio)-2-(methylthio)propionic acid chloride is reacted with 4-keto-L-proline, hydrobromide according to the procedure of Example 1 (d) to yield 1-[3-(acetylthio)-2-methylthio-1-oxopropyl]-4-oxo-L-proline. Reactants: CCOC(=O)CN1CCN(c2ccc(NC(=O)c3ccccc3-c3ccc(C(F)(F)F)cc3)cc2)CC1, CCO, Cl, [Na+], [OH-]. The product is O=C(O)CN1CCN(c2ccc(NC(=O)c3ccccc3-c3ccc(C(F)(F)F)cc3)cc2)CC1. Reaction SMILES: [CH2:1]([CH3:2])[O:3][C:4](=[O:5])[CH2:6][N:7]1[CH2:8][CH2:9][N:10]([c:13]2[cH:14][cH:15][c:16]([NH:19][C:20](=[O:21])[c:22]3[c:23](-[c:28]4[cH:29][cH:30][c:31]([C:34]([F:35])([F:36])[F:37])[cH:32][cH:33]4)[cH:24][cH:25][cH:26][cH:27]3)[cH:17][cH:18]2)[CH2:11][CH2:12]1.[CH3:41][CH2:42][OH:43].[ClH:40].[Na+:39].[OH-:38]>>[O:3]=[C:4]([OH:5])[CH2:6][N:7]1[CH2:8][CH2:9][N:10]([c:13]2[cH:14][cH:15][c:16]([NH:19][C:20](=[O:21])[c:22]3[c:23](-[c:28]4[cH:29][cH:30][c:31]([C:34]([F:35])([F:36])[F:37])[cH:32][cH:33]4)[cH:24][cH:25][cH:26][cH:27]3)[cH:17][cH:18]2)[CH2:11][CH2:12]1. The reactants are solution, C(\C=C/C(=O)O)(=O)O (maleic acid), C1(=CC=CC=C1)C=1SC2=C(N1)C=CC(=C2)NC(C)=N (N-(2-phenylbenzothiazol-6-yl)acetamidine). As a reaction SMILES: [C:1]([OH:8])(=[O:7])/[CH:2]=[CH:3]\[C:4]([OH:6])=[O:5].[C:9]1([C:15]2[S:16][C:17]3[CH:23]=[C:22]([NH:24][C:25](=[NH:27])[CH3:26])[CH:21]=[CH:20][C:18]=3[N:19]=2)[CH:14]=[CH:13][CH:12]=[CH:11][CH:10]=1>CC(C)=O>[C:1]([OH:8])(=[O:7])/[CH:2]=[CH:3]\[C:4]([OH:6])=[O:5].[C:9]1([C:15]2[S:16][C:17]3[CH:23]=[C:22]([NH:24][C:25](=[NH:27])[CH3:26])[CH:21]=[CH:20][C:18]=3[N:19]=2)[CH:10]=[CH:11][CH:12]=[CH:13][CH:14]=1 |f:3.4|. The solvent is CC(=O)C (acetone), CC(=O)C (acetone). Yields the product C(\C=C/C(=O)O)(=O)O.C1(=CC=CC=C1)C=1SC2=C(N1)C=CC(=C2)NC(C)=N (N-(2-phenylbenzothiazol-6-yl)acetamidine maleate). Procedure details: A 1M solution of maleic acid in acetone (10 ml) is added dropwise to N-(2-phenylbenzothiazol-6-yl)acetamidine (1 g, 0.00374 mol) (Example 1), in acetone (30 ml). The product is precipitated and filtered off. Yield: 1.09 g (77%); Elem. anal. C15H13N3S.C4H4O4; theory C, 59.51; H, 4.47; N, 10.96. found C, 59.30; H, 4.36; N, 10.62. IR (KBr): 3060, 1700, 1480, 1360 cm−1.